describe an organic reaction: reactants, conditions, products, and yield From a dataset of the Open Reaction Database (ORD), a public repository of structured organic reaction records. Starting materials: CC(=O)O, Cl[Cu]Cl, Cl[Cu], Cl, Cc1cc(N)ccc1F, O=N[O-], [Na+], O, O=C(O)C(F)(F)F, O=S(O)O. Yields the product Cc1cc(S(=O)(=O)Cl)ccc1F. As a reaction SMILES: [CH3:32][C:33](=[O:34])[OH:35].[Cl:27][Cu:28][Cl:29].[Cl:30][Cu:31].[ClH:17].[F:1][c:2]1[c:3]([CH3:9])[cH:4][c:5]([NH2:8])[cH:6][cH:7]1.[N:18]([O-:19])=[O:20].[Na+:21].[OH2:26].[OH:10][C:11]([C:12]([F:13])([F:14])[F:15])=[O:16].[OH:22][S:23]([OH:24])=[O:25]>>[F:1][c:2]1[c:3]([CH3:9])[cH:4][c:5]([S:23]([Cl:17])(=[O:22])=[O:25])[cH:6][cH:7]1.